Dataset: the Open Reaction Database (ORD), a public repository of structured organic reaction records. Task: describe an organic reaction: reactants, conditions, products, and yield Reactants: BrC1=C(C=CC(=C1)OC(F)(F)F)C=1OCC(N1)(C)C (2-[2-bromo-4-(trifluoromethoxy)phenyl]-4,4-dimethyl-4,5-dihydro-1,3-oxazole), Cl (HCl), O (water). Conditions: temperature 90 celsius. The product is BrC1=C(C(=O)O)C=CC(=C1)OC(F)(F)F (2-bromo-4-(trifluoromethoxy)benzoic acid). Reaction SMILES: [Br:1][C:2]1[CH:7]=[C:6]([O:8][C:9]([F:12])([F:11])[F:10])[CH:5]=[CH:4][C:3]=1[C:13]1[O:14]CC(C)(C)N=1.Cl.[OH2:21]>>[Br:1][C:2]1[CH:7]=[C:6]([O:8][C:9]([F:10])([F:11])[F:12])[CH:5]=[CH:4][C:3]=1[C:13]([OH:14])=[O:21]. Reported procedure: To a 50 ml round bottom flask fitted with a magnetic stirring bar and a reflux condensor was loaded 2-[2-bromo-4-(trifluoromethoxy)phenyl]-4,4-dimethyl-4,5-dihydro-1,3-oxazole (0.56 g, 1.66 mmol) and 10 ml 5N HCl. The reaction mixture was heated at 90° C. overnight. After cooling to room temperature, the reaction mixture was diluted with 20 ml water and extracted with 40 ml ethyl acetate. The extracts were dried over sodium sulfate, filtered and concentrated to give 0.42 g light brown solid.